Dataset: the Open Reaction Database (ORD), a public repository of structured organic reaction records. Task: describe an organic reaction: reactants, conditions, products, and yield Starting materials: CC1(C(OC2=C1C=CC=C2)=O)C (2,3-Dihydro-3,3-dimethylbenzofuran-2-one), II (iodine), BrBr (bromine). The reagents and catalysts are [Fe] (iron). Solvent: C(Cl)(Cl)(Cl)Cl (carbon tetrachloride). The product is BrC=1C=CC2=C(C(C(O2)=O)(C)C)C1 (5-Bromo-2,3-dihydro-3,3-dimethylbenzofuran-2-one), solid. As a reaction SMILES: [CH3:1][C:2]1([CH3:12])[C:6]2[CH:7]=[CH:8][CH:9]=[CH:10][C:5]=2[O:4][C:3]1=[O:11].II.[Br:15]Br>C(Cl)(Cl)(Cl)Cl.[Fe]>[Br:15][C:8]1[CH:9]=[CH:10][C:5]2[O:4][C:3](=[O:11])[C:2]([CH3:12])([CH3:1])[C:6]=2[CH:7]=1. Procedure: 2,3-Dihydro-3,3-dimethylbenzofuran-2-one (1.62 g, 0.01 mole), in carbon tetrachloride (25 ml) containing catalytic amounts of iron filings and iodine was treated with bromine (1.6 g, 0.01 mole) and the mixture boiled under reflux for 1 hour. The solvent was removed under vacuum and the residue taken up in petroleum ether (b.p. 60°-80° C.). The solution was decanted from a little insoluble residue and washed with aqueous sodium metabisulphite and water, dried over magnesium sulphate and run down....